From a dataset of the Open Reaction Database (ORD), a public repository of structured organic reaction records. describe an organic reaction: reactants, conditions, products, and yield Solvent: CC(CC)=O (butanone), CN(C=O)C (dimethylformamide). Reaction SMILES: [CH3:1][C:2]1([CH3:15])[CH2:11][CH2:10][C:9]([CH3:13])([CH3:12])[C:8]2[CH:7]=[C:6](O)[CH:5]=[CH:4][C:3]1=2.[C:16]([C:18]1[CH:25]=[CH:24][C:21]([CH2:22]Cl)=[CH:20][CH:19]=1)#[N:17].[C:26](=[O:29])([O-])[O-].[K+].[K+].O>CC(=O)CC.CN(C)C=O>[C:16]([C:18]1[CH:25]=[CH:24][C:21]([CH2:22][C:4]2[C:3]3[C:2]([CH3:15])([CH3:1])[CH2:11][CH2:10][C:9]([CH3:13])([CH3:12])[C:8]=3[CH:7]=[CH:6][C:5]=2[O:29][C:26]2[CH:5]=[CH:4][C:3]3[C:2]([CH3:15])([CH3:1])[CH2:11][CH2:10][C:9]([CH3:13])([CH3:12])[C:8]=3[C:7]=2[CH2:22][C:21]2[CH:24]=[CH:25][C:18]([C:16]#[N:17])=[CH:19][CH:20]=2)=[CH:20][CH:19]=1)#[N:17] |f:2.3.4|. Yield: 101.5%. The product is C(#N)C1=CC=C(CC2=C(C=CC=3C(CCC(C23)(C)C)(C)C)OC2=C(C=3C(CCC(C3C=C2)(C)C)(C)C)CC2=CC=C(C=C2)C#N)C=C1 (4-Cyanobenzyl-5,6,7,8-tetrahydro-5,5,8,8-tetramethyl-2-naphthyl ether). Procedure details: 40.8 g (0.2 mol) of 5,6,7,8-tetrahydro-5,5,8,8-tetramethyl- 2-naphthol, 30.4 g (0.2 mol) of 4-cyanobenzyl chloride and 80 g (1.2 mol) of anhydrous potassium carbonate in 400 ml of butanone and 300 ml of dimethylformamide were refluxed for 9 h. The mixture was cooled and then poured into 1.5 l of water, and the solid was filtered off with suction and washed with water. Drying resulted in 63 g of the title compound of melting point 149°-150° C. Reactants: CC1(C=2C=CC(=CC2C(CC1)(C)C)O)C (5,6,7,8-tetrahydro-5,5,8,8-tetramethyl- 2-naphthol), C(#N)C1=CC=C(CCl)C=C1 (4-cyanobenzyl chloride), C([O-])([O-])=O.[K+].[K+] (potassium carbonate), O (water). Starting materials: C=CCBr, C, O=C1Nc2ccccc2C12CCCNC2. The product is C=CCN1CCCC2(C1)C(=O)Nc1ccccc12. RXN SMILES: [CH2:16]([CH:17]=[CH2:18])[Br:19].[CH4:20].[NH:1]1[CH2:2][C:3]2([C:4](=[O:12])[NH:5][c:6]3[cH:7][cH:8][cH:9][cH:10][c:11]32)[CH2:13][CH2:14][CH2:15]1>>[N:1]1([CH2:18][CH:17]=[CH2:16])[CH2:2][C:3]2([C:4](=[O:12])[NH:5][c:6]3[cH:7][cH:8][cH:9][cH:10][c:11]32)[CH2:13][CH2:14][CH2:15]1. Yields the product OC1=CC=C(C=C1)C1=CC=C(C=C1)NS(=O)(=O)C (N-(4′-hydroxybiphenyl-4-yl)-methanesulfonamide). RXN SMILES: C[O:2][C:3]1[CH:8]=[CH:7][C:6]([C:9]2[CH:14]=[CH:13][C:12]([NH:15][S:16]([CH3:19])(=[O:18])=[O:17])=[CH:11][CH:10]=2)=[CH:5][CH:4]=1>ClCCCl>[OH:2][C:3]1[CH:8]=[CH:7][C:6]([C:9]2[CH:14]=[CH:13][C:12]([NH:15][S:16]([CH3:19])(=[O:18])=[O:17])=[CH:11][CH:10]=2)=[CH:5][CH:4]=1. Starting materials: COC1=CC=C(C=C1)C1=CC=C(C=C1)NS(=O)(=O)C (N-(4′-methoxybiphenyl-4-yl)methanesulfonamide). The solvent is ClCCCl (1,2-dichloroethane). Procedure details: The procedure of Preparation Example 2 was repeated, except that 55 mg of N-(4′-methoxybiphenyl-4-yl)methanesulfonamide was used in place of 4′-methoxy-2-biphenylacetonitrile, and 1,2-dichloroethane was used in place of methylene chloride. The resulting crude product was purified by TLC (using a 6:1 mixture of chloroform and acetone as the developing solvent) to obtain 24 mg of N-(4′-hydroxybiphenyl-4-yl)-methanesulfonamide. Yield: 46.0%. Starting materials: CC(=O)O[BH-](OC(C)=O)OC(C)=O, ClCCl, CC1CCCNC1, CC(=O)O, CO, NC(=O)c1ccc(Oc2ccc(C=O)cc2)nc1, ClCCCl, [Na+]. The product is CC1CCCN(Cc2ccc(Oc3ccc(C(N)=O)cn3)cc2)C1. Reaction SMILES: [C:26]([O:27][BH-:28]([O:29][C:30](=[O:31])[CH3:32])[O:33][C:34](=[O:35])[CH3:36])(=[O:37])[CH3:38].[CH2:50]([Cl:51])[Cl:52].[CH3:1][CH:2]1[CH2:3][NH:4][CH2:5][CH2:6][CH2:7]1.[CH3:40][C:41](=[O:42])[OH:43].[CH3:48][OH:49].[CH:8](=[O:9])[c:10]1[cH:11][cH:12][c:13]([O:14][c:15]2[n:16][cH:17][c:18]([C:19](=[O:20])[NH2:21])[cH:22][cH:23]2)[cH:24][cH:25]1.[Cl:44][CH2:45][CH2:46][Cl:47].[Na+:39]>>[CH3:1][CH:2]1[CH2:3][N:4]([CH2:8][c:10]2[cH:11][cH:12][c:13]([O:14][c:15]3[n:16][cH:17][c:18]([C:19](=[O:20])[NH2:21])[cH:22][cH:23]3)[cH:24][cH:25]2)[CH2:5][CH2:6][CH2:7]1. Starting materials: COC(=O)c1cc(NS(C)(=O)=O)cc(C(=O)OC)c1, [H-], CI, [Na+], CN(C)C=O. The product is COC(=O)c1cc(C(=O)OC)cc(N(C)S(C)(=O)=O)c1. Reaction SMILES: [CH3:3][S:4](=[O:5])(=[O:6])[NH:7][c:8]1[cH:9][c:10]([C:18](=[O:19])[O:20][CH3:21])[cH:11][c:12]([C:13](=[O:14])[O:15][CH3:16])[cH:17]1.[H-:2].[I:22][CH3:23].[Na+:1].[O:24]=[CH:25][N:26]([CH3:27])[CH3:28]>>[CH3:3][S:4](=[O:5])(=[O:6])[N:7]([c:8]1[cH:9][c:10]([C:18](=[O:19])[O:20][CH3:21])[cH:11][c:12]([C:13](=[O:14])[O:15][CH3:16])[cH:17]1)[CH3:23]. Reactants: ClC=1C(=CC(=C(C1)CCC1(CC(CC(O1)=O)=O)C1CCCC1)OC)OC (6-[2-(5-chloro-2,4-dimethoxy-phenyl)-ethyl]-6-cyclopentyl-dihydro-pyran-2,4-dione), S(=O)(=O)(Cl)Cl (sulfuryl chloride). Solvent: ClCCl (dichloromethane). The product is ClC=1C(OC(CC1O)(C1CCCC1)CCC1=C(C=C(C(=C1)Cl)OC)OC)=O (3-Chloro-6-[2-(5-chloro-2,4-dimethoxy-phenyl)-ethyl]-6-cyclopentyl-4-hydroxy-5,6-dihydro-pyran-2-one). RXN SMILES: [Cl:1][C:2]1[C:3]([O:25][CH3:26])=[CH:4][C:5]([O:23][CH3:24])=[C:6]([CH2:8][CH2:9][C:10]2([CH:18]3[CH2:22][CH2:21][CH2:20][CH2:19]3)[O:15][C:14](=[O:16])[CH2:13][C:12](=[O:17])[CH2:11]2)[CH:7]=1.S(Cl)([Cl:30])(=O)=O>ClCCl>[Cl:30][C:13]1[C:14](=[O:16])[O:15][C:10]([CH2:9][CH2:8][C:6]2[CH:7]=[C:2]([Cl:1])[C:3]([O:25][CH3:26])=[CH:4][C:5]=2[O:23][CH3:24])([CH:18]2[CH2:22][CH2:21][CH2:20][CH2:19]2)[CH2:11][C:12]=1[OH:17]. Reported procedure: The title compound was prepared by chlorination of 6-[2-(5-chloro-2,4-dimethoxy-phenyl)-ethyl]-6-cyclopentyl-dihydro-pyran-2,4-dione from step 6 of example B(15) with sulfuryl chloride in dichloromethane at room temperature. 1H NMR (CDCl3) δ 1.51 (m, 8H), 1.79 (m, 1H), 2.06, (m, 2H), 2.45 (m, 2H), 2.60 (m, 1H), 2.67 (d, J=17.75, 1H), 2.92 (d, J=17.75, 1H), 3.82 (s, 3H), 3.92 (s, 3H), 6.44 (s, 1H), 7.06 (s, 1H). HRMS calcd for C20H24O5Cl2 (M+H+) 415.1079, found 415.1063.